This data is from the Open Reaction Database (ORD), a public repository of structured organic reaction records. The task is: describe an organic reaction: reactants, conditions, products, and yield As a reaction SMILES: [CH:1]1([CH2:6][C@H:7]([NH:14][C:15](=[O:21])[O:16][C:17]([CH3:20])([CH3:19])[CH3:18])[CH2:8]OS(C)(=O)=O)[CH2:5][CH2:4][CH2:3][CH2:2]1.[CH3:22][NH2:23]>>[CH:1]1([CH2:6][C@H:7]([NH:14][C:15](=[O:21])[O:16][C:17]([CH3:20])([CH3:19])[CH3:18])[CH2:8][NH:23][CH3:22])[CH2:5][CH2:4][CH2:3][CH2:2]1. Yields the product C1(CCCC1)C[C@@H](CNC)NC(OC(C)(C)C)=O (tert-butyl (S)-3-cyclopentyl-1-(methylamino)propan-2-ylcarbamate). Procedure details: A mixture of crude tert-butyl (S)-3-cyclopentyl-1-(methanesulfonyloxy)propan-2-ylcarbamate in ethanolic methylamine (30 mL) was heated under reflux overnight. The solvent was removed in vacuo and the residue was purified by silica chromatography to obtain tert-butyl (S)-3-cyclopentyl-1-(methylamino)propan-2-ylcarbamate (900 mg, 43% for 3 steps from) as a solid (900 mg, yield 43% for 3 steps from tert-butyl (S)-3-cyclopentyl-1-(t-butyldimethyl-silyloxy)propan-2-ylcarbamate). 1H NMR (CDCl3, 400 MH... Isolated yield 43.0%. Reactants: C1(CCCC1)C[C@@H](COS(=O)(=O)C)NC(OC(C)(C)C)=O (tert-butyl (S)-3-cyclopentyl-1-(methanesulfonyloxy)propan-2-ylcarbamate), CN (methylamine). The reactants are CCCc1c(CNC)ccc2ccccc12, CNCc1cn(C)c2ccccc12, CN1CC(=O)Nc2ncc(C=CC(=O)O)cc2C1, Cl, Cl, O=C(O)C=Cc1cnc2[nH]c(=O)oc2c1. Yields the product CN(Cc1cn(C)c2ccccc12)C(=O)C=Cc1cnc2[nH]c(=O)oc2c1. RXN SMILES: [CH3:14][NH:15][CH2:16][c:17]1[cH:18][cH:19][c:20]2[c:21]([cH:22][cH:23][cH:24][cH:25]2)[c:26]1[CH2:27][CH2:28][CH3:29].[CH3:1][NH:2][CH2:3][c:4]1[cH:5][n:6]([CH3:13])[c:7]2[cH:8][cH:9][cH:10][cH:11][c:12]12.[CH3:47][N:48]1[CH2:49][c:50]2[cH:51][c:52]([CH:53]=[CH:54][C:55]([OH:56])=[O:57])[cH:58][n:59][c:60]2[NH:61][C:62](=[O:63])[CH2:64]1.[ClH:30].[ClH:46].[O:31]=[c:32]1[o:33][c:34]2[c:35]([n:36][cH:37][c:38]([CH:40]=[CH:41][C:42](=[O:43])[OH:44])[cH:39]2)[nH:45]1>>[CH3:1][N:2]([CH2:3][c:4]1[cH:5][n:6]([CH3:13])[c:7]2[cH:8][cH:9][cH:10][cH:11][c:12]12)[C:42]([CH:41]=[CH:40][c:38]1[cH:37][n:36][c:35]2[c:34]([o:33][c:32](=[O:31])[nH:45]2)[cH:39]1)=[O:43]. RXN SMILES: [NH2:1][c:2]1[cH:3][c:4]2[cH:5][cH:6][n:7][cH:8][c:9]2[cH:10][cH:11]1.[OH2:23].[c:12]1([CH3:22])[cH:13][cH:14][c:15]([S:18](=[O:19])(=[O:20])[Cl:21])[cH:16][cH:17]1.[cH:24]1[cH:25][cH:26][n:27][cH:28][cH:29]1>>[NH:1]([c:2]1[cH:3][c:4]2[cH:5][cH:6][n:7][cH:8][c:9]2[cH:10][cH:11]1)[S:18]([c:15]1[cH:14][cH:13][c:12]([CH3:22])[cH:17][cH:16]1)(=[O:19])=[O:20]. Yields the product Cc1ccc(S(=O)(=O)Nc2ccc3cnccc3c2)cc1. Starting materials: Nc1ccc2cnccc2c1, O, Cc1ccc(S(=O)(=O)Cl)cc1, c1ccncc1.